This data is from the Open Reaction Database (ORD), a public repository of structured organic reaction records. The task is: describe an organic reaction: reactants, conditions, products, and yield The reactants are COC=1C=CC2=C(SC(=C2C(C2=CC(=C(C(=C2)OC)OC)OC)=O)C)C1OS(=O)(=O)C1=CC=C(C)C=C1 (6-Methoxy-2-methyl-3-(3,4,5-trimethoxybenzoyl)-7-tosyloxy-benzo[b]thiophene), CO (MeOH), C(F)(F)(F)C(=O)O (CF3CO2H). The solvent is C1CCOC1 (THF), [OH-].[Na+] (NaOH). Run at temperature 30 celsius, time 8 hour. The product is OC1=C(C=CC2=C1SC(=C2C(C2=CC(=C(C(=C2)OC)OC)OC)=O)C)OC (7-Hydroxy-6-methoxy-2-methyl-3-(3,4,5-trimethoxybenzoyl)benzo[b]thiophene). Isolated yield 279.4%. As a reaction SMILES: [CH3:1][O:2][C:3]1[CH:4]=[CH:5][C:6]2[C:10]([C:11](=[O:24])[C:12]3[CH:17]=[C:16]([O:18][CH3:19])[C:15]([O:20][CH3:21])=[C:14]([O:22][CH3:23])[CH:13]=3)=[C:9]([CH3:25])[S:8][C:7]=2[C:26]=1[O:27]S(C1C=CC(C)=CC=1)(=O)=O.CO.C(C(O)=O)(F)(F)F>C1COCC1.[OH-].[Na+]>[OH:27][C:26]1[C:7]2[S:8][C:9]([CH3:25])=[C:10]([C:11](=[O:24])[C:12]3[CH:17]=[C:16]([O:18][CH3:19])[C:15]([O:20][CH3:21])=[C:14]([O:22][CH3:23])[CH:13]=3)[C:6]=2[CH:5]=[CH:4][C:3]=1[O:2][CH3:1] |f:4.5|. Procedure details: A mixture of the product of Example 41 (0.035 g; 0.00645 mmol) in THF (0.5 ml) and 1% NaOH in MeOH (0.52 ml; 0.0129 mmol) was stirred overnight at 30° C. under N2 and acidified with the drop of CF3CO2H. This was evaporated to dryness and diluted to 15 ml with diethyl ether, washed with 0.1 M HCl (2 ml), 5% NaHCO3 (2 ml), brine, dried over anhydrous MgSO4, filtered and filtrate evaporated to dryness under reduced pressure. The residue was purified by flash column chromatography (SiO2, CH2Cl2) to ... Reactants: COC(=O)C1CCCN1, CN1CCOCC1, C(=NC1CCCCC1)=NC1CCCCC1, Cl, O=C(O)C1CCCN1C(=O)CN1CCCC1=O, CN(C)C=O, On1nnc2ccccc21. Yields the product COC(=O)C1CCCN1C(=O)C1CCCN1C(=O)CN1CCCC1=O. RXN SMILES: [CH3:19][O:20][C:21]([CH:22]1[NH:23][CH2:24][CH2:25][CH2:26]1)=[O:27].[CH3:38][N:39]1[CH2:40][CH2:41][O:42][CH2:43][CH2:44]1.[CH:45]1([N:46]=[C:47]=[N:48][CH:49]2[CH2:50][CH2:51][CH2:52][CH2:53][CH2:54]2)[CH2:55][CH2:56][CH2:57][CH2:58][CH2:59]1.[ClH:18].[O:1]=[C:2]1[N:3]([CH2:7][C:8](=[O:9])[N:10]2[CH:11]([C:12](=[O:13])[OH:14])[CH2:15][CH2:16][CH2:17]2)[CH2:4][CH2:5][CH2:6]1.[O:60]=[CH:61][N:62]([CH3:63])[CH3:64].[OH:28][n:29]1[c:30]2[c:31]([cH:32][cH:33][cH:34][cH:35]2)[n:36][n:37]1>>[O:1]=[C:2]1[N:3]([CH2:7][C:8](=[O:9])[N:10]2[CH:11]([C:12](=[O:14])[N:23]3[CH:22]([C:21]([O:20][CH3:19])=[O:27])[CH2:26][CH2:25][CH2:24]3)[CH2:15][CH2:16][CH2:17]2)[CH2:4][CH2:5][CH2:6]1.